From a dataset of the Open Reaction Database (ORD), a public repository of structured organic reaction records. describe an organic reaction: reactants, conditions, products, and yield Reactants: NC1=NC=NC2=C1C(N(CCO2)C2=CC=C(C=C2)[C@H]2[C@H]1CC[C@H]([C@H]1CC2)C(C(=O)OC)C(=O)OC)=O (dimethyl(±)-{(1R,3aS,4R,6aS)-4-[4-(4-amino-5-oxo-7,8-dihydropyrimido[5,4-f][1,4]oxazepin-6(5H)-yl)phenyl]octahydropentalen-1-yl}malonate), O.[OH-].[Li+] (lithium hydroxide monohydrate). The solvent is O1CCOCC1.O (p-dioxane water). Product: NC1=NC=NC2=C1C(N(CCO2)C2=CC=C(C=C2)[C@H]2[C@H]1CC[C@H]([C@H]1CC2)C(C(=O)O)C(=O)O)=O ((±)-{(1R,3aS,4R,6aS)-4-[4-(4-Amino-5-oxo-7,8-dihydropyrimido[5,4-f][1,4]oxazepin-6(5H)-yl)phenyl]octahydropentalen-1-yl}malonic acid), title compound. Reaction SMILES: [NH2:1][C:2]1[C:7]2[C:8](=[O:36])[N:9]([C:13]3[CH:18]=[CH:17][C:16]([C@@H:19]4[CH2:26][CH2:25][C@H:24]5[C@@H:20]4[CH2:21][CH2:22][C@H:23]5[CH:27]([C:32]([O:34]C)=[O:33])[C:28]([O:30]C)=[O:29])=[CH:15][CH:14]=3)[CH2:10][CH2:11][O:12][C:6]=2[N:5]=[CH:4][N:3]=1.O.[OH-].[Li+]>O1CCOCC1.O>[NH2:1][C:2]1[C:7]2[C:8](=[O:36])[N:9]([C:13]3[CH:18]=[CH:17][C:16]([C@@H:19]4[CH2:26][CH2:25][C@H:24]5[C@@H:20]4[CH2:21][CH2:22][C@H:23]5[CH:27]([C:28]([OH:30])=[O:29])[C:32]([OH:34])=[O:33])=[CH:15][CH:14]=3)[CH2:10][CH2:11][O:12][C:6]=2[N:5]=[CH:4][N:3]=1 |f:1.2.3,4.5|. Procedure: (±)-{(1R,3aS,4R,6aS)-4-[4-(4-Amino-5-oxo-7,8-dihydropyrimido[5,4-f][1,4]oxazepin-6(5H)-yl)phenyl]octahydropentalen-1-yl}malonic acid was prepared as follows. A solution of dimethyl(±)-{(1R,3aS,4R,6aS)-4-[4-(4-amino-5-oxo-7,8-dihydropyrimido[5,4-f][1,4]oxazepin-6(5H)-yl)phenyl]octahydropentalen-1-yl}malonate (190 mg, 0.38 mmol) and lithium hydroxide monohydrate (166 mg, 3.9 mmol) in p-dioxane/water (8:3-11 mL) was stirred at 50° C. for 3 hours. The reaction was concentrated to remove the p-dioxan...